This data is from the Open Reaction Database (ORD), a public repository of structured organic reaction records. The task is: describe an organic reaction: reactants, conditions, products, and yield Starting materials: BrCCC1CO1, O=C([O-])[O-], CCOCC, CC(C)=O, O=S1(=O)NCc2cc(F)ccc2N1c1ccccc1F, [K+], [K+]. Yields the product O=S1(=O)N(CCC2CO2)Cc2cc(F)ccc2N1c1ccccc1F. Reaction SMILES: [Br:27][CH2:28][CH2:29][CH:30]1[CH2:31][O:32]1.[C:21](=[O:22])([O-:23])[O-:24].[CH2:37]([O:38][CH2:39][CH3:40])[CH3:41].[CH3:33][C:34](=[O:35])[CH3:36].[F:1][c:2]1[cH:3][cH:4][c:5]2[c:6]([cH:20]1)[CH2:7][NH:8][S:9](=[O:18])(=[O:19])[N:10]2[c:11]1[c:12]([F:17])[cH:13][cH:14][cH:15][cH:16]1.[K+:25].[K+:26]>>[F:1][c:2]1[cH:3][cH:4][c:5]2[c:6]([cH:20]1)[CH2:7][N:8]([CH2:28][CH2:29][CH:30]1[CH2:31][O:32]1)[S:9](=[O:18])(=[O:19])[N:10]2[c:11]1[c:12]([F:17])[cH:13][cH:14][cH:15][cH:16]1. The reactants are ClCCl, Nc1ccc(Cl)cc1, Nc1c(C(=O)O)cnn1-c1ccccc1, O=S(Cl)Cl. Product: Nc1c(C(=O)Nc2ccc(Cl)cc2)cnn1-c1ccccc1. RXN SMILES: [Cl:28][CH2:29][Cl:30].[NH2:16][c:17]1[cH:18][cH:19][c:20]([Cl:21])[cH:22][cH:23]1.[NH2:1][c:2]1[c:3]([C:13](=[O:14])[OH:15])[cH:4][n:5][n:6]1-[c:7]1[cH:8][cH:9][cH:10][cH:11][cH:12]1.[S:24]([Cl:25])([Cl:26])=[O:27]>>[NH2:1][c:2]1[c:3]([C:13](=[O:15])[NH:16][c:17]2[cH:18][cH:19][c:20]([Cl:21])[cH:22][cH:23]2)[cH:4][n:5][n:6]1-[c:7]1[cH:8][cH:9][cH:10][cH:11][cH:12]1. Reactants: Cl.Cl.NC1=CC(=C(C(=O)NCC2CCNCC2)C=C1Cl)OC (4-Amino-5-chloro-2-methoxy-N-(piperidin-4-ylmethyl)benzamide dihydrochloride), C1(CCCCC1)COCCCCCBr (5-(cyclohexylmethoxy)pentyl bromide). Product: Cl.NC1=CC(=C(C(=O)NCC2CCN(CC2)CCCCCOCC2CCCCC2)C=C1Cl)OC (4-amino-5-chloro-2-methoxy-N-((1-(5-(cyclohexylmethoxy)pentyl)piperidin-4-yl)methyl)benzamide hydrochloride). The yield is 48.8%. Reaction SMILES: Cl.Cl.[NH2:3][C:4]1[C:19]([Cl:20])=[CH:18][C:7]([C:8]([NH:10][CH2:11][CH:12]2[CH2:17][CH2:16][NH:15][CH2:14][CH2:13]2)=[O:9])=[C:6]([O:21][CH3:22])[CH:5]=1.[CH:23]1([CH2:29][O:30][CH2:31][CH2:32][CH2:33][CH2:34][CH2:35]Br)[CH2:28][CH2:27][CH2:26][CH2:25][CH2:24]1>>[ClH:20].[NH2:3][C:4]1[C:19]([Cl:20])=[CH:18][C:7]([C:8]([NH:10][CH2:11][CH:12]2[CH2:13][CH2:14][N:15]([CH2:35][CH2:34][CH2:33][CH2:32][CH2:31][O:30][CH2:29][CH:23]3[CH2:28][CH2:27][CH2:26][CH2:25][CH2:24]3)[CH2:16][CH2:17]2)=[O:9])=[C:6]([O:21][CH3:22])[CH:5]=1 |f:0.1.2,4.5|. Procedure details: 4-Amino-5-chloro-2-methoxy-N-(piperidin-4-ylmethyl)benzamide dihydrochloride (1.50 g) as starting compound and 5-(cyclohexylmethoxy)pentyl bromide (1.30 g) were reacted and treated in the same manner as in Example 168 to give 0.51 g of 4-amino-5-chloro-2-methoxy-N-((1-(5-(cyclohexylmethoxy)pentyl)piperidin-4-yl)methyl)benzamide hydrochloride. Reactants: Cc1cc(Br)c2nc(Br)sc2c1, C=CCS, [Na+], C1CCOC1, [OH-], O. Product: C=CCSc1nc2c(Br)cc(C)cc2s1. As a reaction SMILES: [Br:5][c:6]1[s:7][c:8]2[c:9]([n:10]1)[c:11]([Br:16])[cH:12][c:13]([CH3:15])[cH:14]2.[CH2:1]([CH:2]=[CH2:3])[SH:4].[Na+:18].[O:19]1[CH2:20][CH2:21][CH2:22][CH2:23]1.[OH-:17].[OH2:24]>>[CH2:1]([CH:2]=[CH2:3])[S:4][c:6]1[s:7][c:8]2[c:9]([n:10]1)[c:11]([Br:16])[cH:12][c:13]([CH3:15])[cH:14]2.